describe an organic reaction: reactants, conditions, products, and yield From a dataset of the Open Reaction Database (ORD), a public repository of structured organic reaction records. The reactants are C(C)(C)(C)OC(NC1=CC(=C(C(=C1)Cl)C=1SC=2C(=NC=CC2N1)Cl)Cl)=O ([3,5-dichloro-4-(4-chlorothiazolo[5,4-c]pyridin-2-yl)-phenyl]-carbamic acid tert-butyl ester), CC1=CC(=NC=N1)N (6-methylpyrimidin-4-ylamine), CC1(C2=C(C(=CC=C2)P(C3=CC=CC=C3)C4=CC=CC=C4)OC5=C(C=CC=C51)P(C6=CC=CC=C6)C7=CC=CC=C7)C (XantPhos), C(=O)([O-])[O-].[Cs+].[Cs+] (Cs2CO3). The reagents and catalysts are C=1C=CC(=CC1)/C=C/C(=O)/C=C/C2=CC=CC=C2.C=1C=CC(=CC1)/C=C/C(=O)/C=C/C2=CC=CC=C2.C=1C=CC(=CC1)/C=C/C(=O)/C=C/C2=CC=CC=C2.[Pd].[Pd] (Pd2(dba)3). The solvent is O1CCOCC1 (dioxane). Reaction conditions: temperature 85 celsius. Yields the product C(C)(C)(C)OC(NC1=CC(=C(C(=C1)Cl)C=1SC=2C(=NC=CC2N1)NC1=NC=NC(=C1)C)Cl)=O ({3,5-Dichloro-4-[4-(6-methylpyrimidin-4-ylamino)thiazolo[5,4-c]pyridin-2-yl]-phenyl}-carbamic acid tert-butyl ester). The yield is 67.8%. Reaction SMILES: [C:1]([O:5][C:6](=[O:26])[NH:7][C:8]1[CH:13]=[C:12]([Cl:14])[C:11]([C:15]2[S:16][C:17]3[C:18](Cl)=[N:19][CH:20]=[CH:21][C:22]=3[N:23]=2)=[C:10]([Cl:25])[CH:9]=1)([CH3:4])([CH3:3])[CH3:2].[CH3:27][C:28]1[N:33]=[CH:32][N:31]=[C:30]([NH2:34])[CH:29]=1.CC1(C)C2C(=C(P(C3C=CC=CC=3)C3C=CC=CC=3)C=CC=2)OC2C(P(C3C=CC=CC=3)C3C=CC=CC=3)=CC=CC1=2.C([O-])([O-])=O.[Cs+].[Cs+]>O1CCOCC1.C1C=CC(/C=C/C(/C=C/C2C=CC=CC=2)=O)=CC=1.C1C=CC(/C=C/C(/C=C/C2C=CC=CC=2)=O)=CC=1.C1C=CC(/C=C/C(/C=C/C2C=CC=CC=2)=O)=CC=1.[Pd].[Pd]>[C:1]([O:5][C:6](=[O:26])[NH:7][C:8]1[CH:13]=[C:12]([Cl:14])[C:11]([C:15]2[S:16][C:17]3[C:18]([NH:34][C:30]4[CH:29]=[C:28]([CH3:27])[N:33]=[CH:32][N:31]=4)=[N:19][CH:20]=[CH:21][C:22]=3[N:23]=2)=[C:10]([Cl:25])[CH:9]=1)([CH3:3])([CH3:4])[CH3:2] |f:3.4.5,7.8.9.10.11|. Procedure: A mixture of [3,5-dichloro-4-(4-chlorothiazolo[5,4-c]pyridin-2-yl)-phenyl]-carbamic acid tert-butyl ester (0.30 g, 0.697 mmol), 6-methylpyrimidin-4-ylamine (0.073 g, 0.77 mmol), XantPhos (0.040 g, 0.0696 mmol) and Cs2CO3 (0.454 g, 1.39 mmol) in dioxane (10 mL) was degassed with a stream of argon. Pd2(dba)3 (0.032 g, 0.035 mmol) was added and the reaction mixture was heated at 85° C. for 18 hours. After cooling to room temperature, the crude reaction mixture was filtered through Celite® washing w...